Task: describe an organic reaction: reactants, conditions, products, and yield. Dataset: the Open Reaction Database (ORD), a public repository of structured organic reaction records Starting materials: [C-]#N, CN(C)P(=O)(N(C)C)N(C)C, O=C1c2c(cc(Cl)cc2C(F)(F)F)CN1Cc1ccc(OC(F)(F)F)cc1, [K+], c1ccc(P(c2ccccc2)(c2ccccc2)[Pd](P(c2ccccc2)(c2ccccc2)c2ccccc2)(P(c2ccccc2)(c2ccccc2)c2ccccc2)P(c2ccccc2)(c2ccccc2)c2ccccc2)cc1. Product: N#Cc1cc2c(c(C(F)(F)F)c1)C(=O)N(Cc1ccc(OC(F)(F)F)cc1)C2. Reaction SMILES: [C-:28]#[N:29].[CH3:31][N:32]([CH3:33])[P:34]([N:35]([CH3:36])[CH3:37])([N:38]([CH3:39])[CH3:40])=[O:41].[Cl:1][c:2]1[cH:3][c:4]2[c:8]([c:9]([C:11]([F:12])([F:13])[F:14])[cH:10]1)[C:7](=[O:15])[N:6]([CH2:16][c:17]1[cH:18][cH:19][c:20]([O:23][C:24]([F:25])([F:26])[F:27])[cH:21][cH:22]1)[CH2:5]2.[K+:30].[cH:42]1[cH:43][cH:44][c:45]([P:46]([Pd:47]([P:48]([c:49]2[cH:50][cH:51][cH:52][cH:53][cH:54]2)([c:55]2[cH:56][cH:57][cH:58][cH:59][cH:60]2)[c:61]2[cH:62][cH:63][cH:64][cH:65][cH:66]2)([P:67]([c:68]2[cH:69][cH:70][cH:71][cH:72][cH:73]2)([c:74]2[cH:75][cH:76][cH:77][cH:78][cH:79]2)[c:80]2[cH:81][cH:82][cH:83][cH:84][cH:85]2)[P:86]([c:87]2[cH:88][cH:89][cH:90][cH:91][cH:92]2)([c:93]2[cH:94][cH:95][cH:96][cH:97][cH:98]2)[c:99]2[cH:100][cH:101][cH:102][cH:103][cH:104]2)([c:105]2[cH:106][cH:107][cH:108][cH:109][cH:110]2)[c:111]2[cH:112][cH:113][cH:114][cH:115][cH:116]2)[cH:117][cH:118]1>>[c:2]1([C:28]#[N:29])[cH:3][c:4]2[c:8]([c:9]([C:11]([F:12])([F:13])[F:14])[cH:10]1)[C:7](=[O:15])[N:6]([CH2:16][c:17]1[cH:18][cH:19][c:20]([O:23][C:24]([F:25])([F:26])[F:27])[cH:21][cH:22]1)[CH2:5]2. The reactants are ClC1=CC=NC=C1 (4-chloropyridine), CC=CCN (N-methylallylamine), steel. Run at temperature 130 celsius. Product: CC=CCNC1=CC=NC=C1 (4-(N-methylallylamino)pyridine). Isolated yield 74.9%. As a reaction SMILES: Cl[C:2]1[CH:7]=[CH:6][N:5]=[CH:4][CH:3]=1.[CH3:8][CH:9]=[CH:10][CH2:11][NH2:12]>>[CH3:8][CH:9]=[CH:10][CH2:11][NH:12][C:2]1[CH:7]=[CH:6][N:5]=[CH:4][CH:3]=1. Procedure: Silane 1a was prepared by first preparing and then hydrosilating 4-(N-methylallylamino)pyridine with diethoxy(methyl)silane, (EtO)2MeSiH. The 4-(N-methylallylamino)pyridine was first obtained by reaction of 4-chloropyridine and N-methylallylamine. Thus, 4-chloropyridine (11.4 g; 0.1 mol) and N-methylallylamine (7.1 g; 0.1 mol) were combined in a glass ampoule or steel container, after which the mixture was degassed under vacuum and the vessel was sealed. The vessel was heated for three days at 1... The reactants are C([O-])([O-])=O.[K+].[K+] (potassium carbonate), COC1=NNC(S1)=O (5-methoxy-3H-[1,3,4]-thiadiazol-2-one), C1(CC1)C(=O)CBr (bromomethyl cyclopropyl ketone). Solvent: O1CCOCC1 (dioxane). Reaction conditions: time 20 hour. Product: C1(CC1)C(CN1C(SC(=N1)OC)=O)=O (3-(2-Cyclopropyl-2-oxo-ethyl)-5-methoxy-3H-[1,3,4]thiadiazol-2-one). Reaction SMILES: C(=O)([O-])[O-].[K+].[K+].[CH3:7][O:8][C:9]1[S:13][C:12](=[O:14])[NH:11][N:10]=1.[CH:15]1([C:18]([CH2:20]Br)=[O:19])[CH2:17][CH2:16]1>O1CCOCC1>[CH:15]1([C:18](=[O:19])[CH2:20][N:11]2[N:10]=[C:9]([O:8][CH3:7])[S:13][C:12]2=[O:14])[CH2:17][CH2:16]1 |f:0.1.2|. Reported procedure: 55 g of potassium carbonate are added to a solution of 26.4 g of 5-methoxy-3H-[1,3,4]-thiadiazol-2-one in 700 ml of dioxane and the reaction mixture is heated to 60°. Then 35 g of bromomethyl cyclopropyl ketone are added dropwise within a short period of time and the reaction mixture is stirred at 70° for 20 hours and then, at 20°, is filtered over Celite. The filtrate is concentrated by evaporation. The residue is stirred with diisopropyl ether and filtered with suction. 41 g of crystals of the... Starting materials: C(C(O)C)(=O)OCCCl (2-chloroethyl lactate), C(CO)(=O)OC (methyl glycolate), C(C)(C)(C)C1=CC=CC=C1 (tert-butylbenzene), C(C(O)C)(=O)OCCCl (2-chloroethyl lactate). Solvent: C(C)OCC (ethyl ether). The product is C(C(O)C)(=O)OCC(=O)OC (2-methoxy-2-oxoethyl lactate). RXN SMILES: [C:1]([O:6][CH2:7]CCl)(=[O:5])C(C)O.[C:10]([O:14][CH3:15])(=[O:13])[CH2:11][OH:12].[C:16](C1C=CC=CC=1)(C)(C)C>C(OCC)C>[C:10]([O:14][CH2:15][C:1]([O:6][CH3:7])=[O:5])(=[O:13])[CH:11]([CH3:16])[OH:12]. Procedure: A 6.5 mL aliquot of an ethyl ether solution containing 0.25M 2-chloroethyl lactate (prepared as described in Example 1a), 0.25M methyl glycolate, and 0.125% tert-butylbenzene was added to 0.5 g Lipase P30. After mixing for 48 hr at room temperature, the conversion of 2-chloroethyl lactate to the title compound was estimated (by GC, Method A) to be 40%. In identical reactions substituting Lipase AK, Lipase G, Lipase MAP10, Protease M, Lipase AP12, or porcine pancreatic lipase for Lipase P30, the ... Starting materials: BrC=1C(=NC(=NC1)C1CCC1)C(=O)O (5-bromo-2-cyclobutyl-pyrimidine-4-carboxylic acid), CNC(=O)C=1N(N=CC1N)C (4-amino-2-methyl-2H-pyrazole-3-carboxylic acid methylamide). Product: CN1N=CC(=C1C(NC)=O)NC(=O)C1=NC(=NC=C1Br)C1CCC1 (5-Bromo-2-cyclobutyl-pyrimidine-4-carboxylic acid (1-methyl-5-methylcarbamoyl-1H-pyrazol-4-yl)-amide). Reaction SMILES: [Br:1][C:2]1[C:3]([C:12]([OH:14])=O)=[N:4][C:5]([CH:8]2[CH2:11][CH2:10][CH2:9]2)=[N:6][CH:7]=1.[CH3:15][NH:16][C:17]([C:19]1[N:20]([CH3:25])[N:21]=[CH:22][C:23]=1[NH2:24])=[O:18]>>[CH3:25][N:20]1[C:19]([C:17](=[O:18])[NH:16][CH3:15])=[C:23]([NH:24][C:12]([C:3]2[C:2]([Br:1])=[CH:7][N:6]=[C:5]([CH:8]3[CH2:9][CH2:10][CH2:11]3)[N:4]=2)=[O:14])[CH:22]=[N:21]1. Reported procedure: The product was obtained starting from 5-bromo-2-cyclobutyl-pyrimidine-4-carboxylic acid (37 mg, 0.14 mmol) and 4-amino-2-methyl-2H-pyrazole-3-carboxylic acid methylamide (29 mg, 0.19 mmol) according to the method described in example 64, step 6 after purification by preparative HPLC using an acetonitrile/water gradient as off-white solid (24 mg, 42%). Reactants: COc1ccc(CC(CO)NC(=O)c2ccnc(Br)c2)cc1OC, O=C([O-])[O-], CN(C)C=O, [Cu]I, [K+], [K+], N, O=c1[nH]nc(-c2cccnc2)c2ccccc12. Yields the product COc1ccc(CC(CO)NC(=O)c2ccnc(-n3nc(-c4cccnc4)c4ccccc4c3=O)c2)cc1OC. Reaction SMILES: [Br:1][c:2]1[cH:3][c:4]([C:5](=[O:6])[NH:7][CH:8]([CH2:9][OH:10])[CH2:11][c:12]2[cH:13][c:14]([O:20][CH3:21])[c:15]([O:18][CH3:19])[cH:16][cH:17]2)[cH:22][cH:23][n:24]1.[C:25](=[O:26])([O-:27])[O-:28].[CH3:49][N:50]([CH3:51])[CH:52]=[O:53].[Cu:54][I:55].[K+:29].[K+:30].[NH3:48].[n:31]1[cH:32][c:33](-[c:37]2[n:38][nH:39][c:40](=[O:47])[c:41]3[cH:42][cH:43][cH:44][cH:45][c:46]23)[cH:34][cH:35][cH:36]1>>[c:2]1(-[n:39]2[n:38][c:37](-[c:33]3[cH:32][n:31][cH:36][cH:35][cH:34]3)[c:46]3[c:41]([c:40]2=[O:47])[cH:42][cH:43][cH:44][cH:45]3)[cH:3][c:4]([C:5](=[O:6])[NH:7][CH:8]([CH2:9][OH:10])[CH2:11][c:12]2[cH:13][c:14]([O:20][CH3:21])[c:15]([O:18][CH3:19])[cH:16][cH:17]2)[cH:22][cH:23][n:24]1. Starting materials: B(Br)(Br)Br (BBr3), Cl.C(C)N1CC2CCC3=C(C2C1)C=CC(=C3OC)OC (2-Ethyl-2,3,3a,4,5,9b-hexahydro-6,7-dimethoxy-1H-benz[e]isoindole hydrochloride), CCOCC (Et2O), CO (MeOH). Run in C(Cl)Cl (CH2Cl2), C(Cl)Cl (CH2Cl2). Reaction conditions: time 2 hour. The product is Br.C(C)N1CC2CCC3=C(C2C1)C=CC(=C3O)O (2-Ethyl-2,3,3a,4,5,9b-hexahydro-6,7-dihydroxy-1H-benz[e]isoindole hydrobromide). Isolated yield 68.8%. RXN SMILES: Cl.[CH2:2]([N:4]1[CH2:12][CH:11]2[CH:6]([CH2:7][CH2:8][C:9]3[C:16]([O:17]C)=[C:15]([O:19]C)[CH:14]=[CH:13][C:10]=32)[CH2:5]1)[CH3:3].B(Br)(Br)[Br:22].CO.CCOCC>C(Cl)Cl>[BrH:22].[CH2:2]([N:4]1[CH2:12][CH:11]2[CH:6]([CH2:7][CH2:8][C:9]3[C:16]([OH:17])=[C:15]([OH:19])[CH:14]=[CH:13][C:10]=32)[CH2:5]1)[CH3:3] |f:0.1,6.7|. Procedure: A solution of the compound of example 6 (1.1 g, 3.7 mmole) and 11 mL CH2Cl2 was stirred under N2 at -78° C. and a solution of BBr3 (1.08 mL, 11.5 mmole) in 3.5 mL CH2Cl2 was added dropwise. The reaction mixture was stirred for 1 hr at -78°, 2 hours at 0°, and 1 hour at room temperature. After cooling again to -78°, 20 mL MeOH was added dropwise. The reaction mixture was allowed to slowly warm to room temperature overnight. Approximately 20 mL Et2O was added and the precipitate filtered, washed w...